From a dataset of the Open Reaction Database (ORD), a public repository of structured organic reaction records. describe an organic reaction: reactants, conditions, products, and yield Reactants: P(O)(O)(O)=O (phosphoric acid), [OH-].[Ca+2].[OH-] (calcium hydroxide), [OH-].[Ca+2].[OH-] (calcium hydroxide), P(O)(O)(O)=O (phosphoric acid), [OH-].[Ca+2].[OH-] (calcium hydroxide). Conditions: time 11 minute. Product: [OH-].[O-]P(=O)([O-])[O-].[O-]P(=O)([O-])[O-].[O-]P(=O)([O-])[O-].[Ca+2].[Ca+2].[Ca+2].[Ca+2].[Ca+2] (hydroxylapatite). Reaction SMILES: [P:1](=[O:5])([OH:4])([OH:3])[OH:2].[OH-].[Ca+2:7].[OH-]>>[OH-:2].[O-:3][P:1]([O-:5])([O-:4])=[O:2].[O-:3][P:1]([O-:5])([O-:4])=[O:2].[O-:3][P:1]([O-:5])([O-:4])=[O:2].[Ca+2:7].[Ca+2:7].[Ca+2:7].[Ca+2:7].[Ca+2:7] |f:1.2.3,4.5.6.7.8.9.10.11.12|. Procedure details: 93012609/26, filed on Mar. 9, 1993 which is forming the technical background of the present invention. According to this method a suspension of calcium hydroxide is reacted with phosphoric acid in a closed multiple circuit whereby the suspension of calcium hydroxide is past through two zones. In the first zone a continuous supply of phosphoric acid in the amount necessary to reach pH=10-11 is provided. The suspension flow rate in the first zone is 0.8 m/s to 1.5 m/s and the residence time is 1.0... Starting materials: COC=1C=C2CCC(CC2=CC1OC)=O (6,7-dimethoxy-2-tetralone), Cl.C(C1=CC=CC=C1)OC1=CC=C(N)C=C1 (4-benzyloxyaniline hydrochloride), 3A, [BH3-]C#N.[Na+] (NaBH3CN). Solvent: CO (MeOH). Procedure details: A solution of 500 mg (2.42 mmol, Aldrich) of 6,7-dimethoxy-2-tetralone and 570 mg (2.42 mmol, Aldrich) of 4-benzyloxyaniline hydrochloride in 20 ml of MeOH was stirred over 3A molecular sieves at 25° C., then 76 mg (1.21 mmol, Aldrich) of NaBH3CN were added. This mixture was stirred for 3.5 hours, filtered and then saturated NaHCO3 was added to the filtrate. This solution was extracted with EtOAc twice, the organic layers were combined, dried (MgSO4) and concentrated in vacuo. Purification via f... Yield: 90.0%. RXN SMILES: [CH3:1][O:2][C:3]1[CH:4]=[C:5]2[C:10](=[CH:11][C:12]=1[O:13][CH3:14])[CH2:9][C:8](=O)[CH2:7][CH2:6]2.Cl.[CH2:17]([O:24][C:25]1[CH:31]=[CH:30][C:28]([NH2:29])=[CH:27][CH:26]=1)[C:18]1[CH:23]=[CH:22][CH:21]=[CH:20][CH:19]=1.[BH3-]C#N.[Na+]>CO>[CH2:17]([O:24][C:25]1[CH:26]=[CH:27][C:28]([NH:29][CH:8]2[CH2:7][CH2:6][C:5]3[C:10](=[CH:11][C:12]([O:13][CH3:14])=[C:3]([O:2][CH3:1])[CH:4]=3)[CH2:9]2)=[CH:30][CH:31]=1)[C:18]1[CH:19]=[CH:20][CH:21]=[CH:22][CH:23]=1 |f:1.2,3.4|. Product: EtOAc petroleum ether, C(C1=CC=CC=C1)OC1=CC=C(NC2CC3=CC(=C(C=C3CC2)OC)OC)C=C1 (4-Benzyloxy-N-(1,2,3,4-tetrahydro-6,7-dimethoxy-2-naphthalenyl)aniline). Conditions: time 3.5 hour.